This data is from the Open Reaction Database (ORD), a public repository of structured organic reaction records. The task is: describe an organic reaction: reactants, conditions, products, and yield The reactants are C1CN1, ClC(Cl)Cl, COC(=O)c1ccc(O)cc1. Yields the product COC(=O)c1ccc(OCCN)cc1. As a reaction SMILES: [CH2:12]1[CH2:13][NH:14]1.[CH:15]([Cl:16])([Cl:17])[Cl:18].[OH:1][c:2]1[cH:3][cH:4][c:5]([C:6](=[O:7])[O:8][CH3:9])[cH:10][cH:11]1>>[O:1]([c:2]1[cH:3][cH:4][c:5]([C:6](=[O:7])[O:8][CH3:9])[cH:10][cH:11]1)[CH2:12][CH2:13][NH2:14].